This data is from the Open Reaction Database (ORD), a public repository of structured organic reaction records. The task is: describe an organic reaction: reactants, conditions, products, and yield The reactants are NC1=C(C=CC=C1)B(O)O (2-aminophenylboronic acid), BrC1=CC=CC(=N1)C(=O)O (6-bromopyridine-2-carboxylic acid). The product is NC1=C(C=CC=C1)C1=CC=CC(=N1)C(=O)O (6-(2-Aminophenyl)pyridine-2-carboxylic acid). Reaction SMILES: [NH2:1][C:2]1[CH:7]=[CH:6][CH:5]=[CH:4][C:3]=1B(O)O.Br[C:12]1[N:17]=[C:16]([C:18]([OH:20])=[O:19])[CH:15]=[CH:14][CH:13]=1>>[NH2:1][C:2]1[CH:7]=[CH:6][CH:5]=[CH:4][C:3]=1[C:12]1[N:17]=[C:16]([C:18]([OH:20])=[O:19])[CH:15]=[CH:14][CH:13]=1. Reported procedure: Preparation analogous to Ex. 10, A, using 110 mmol of 2-aminophenylboronic acid [5570-18-3] instead of 110 mmol of 3-carboxybenzeneboronic acid, and using 100 mmol of 6-bromopyridine-2-carboxylic acid [21190-87-4] instead of 100 mmol of 1-bromo-2-aminonaphthalene. Yield: 17.5 g (82 mmol), 81.7%; purity according to 1H-NMR about 99%. Starting materials: C(C)(C)(C)C1=NOC(=C1)NC(=O)[C@H]1NC(CC1)=O ((S)-5-Oxo-pyrrolidine-2-carboxylic acid (3-tert-butyl-isoxazol-5-yl)-amide), CC1(C2=C(C(=CC=C2)P(C3=CC=CC=C3)C4=CC=CC=C4)OC5=C(C=CC=C51)P(C6=CC=CC=C6)C7=CC=CC=C7)C (Xantphos), C([O-])([O-])=O.[Cs+].[Cs+] (caesium carbonate), BrC1=CC=C(C(=N1)C)F (6-bromo-3-fluoro-2-methylpyridine). The solvent is O1CCOCC1 (dioxane), C(C)(=O)OCC (ethyl acetate). Isolated yield 27.3%. Run at temperature 100 celsius. Yields the product C(C)(C)(C)C1=NOC(=C1)NC(=O)[C@H]1N(C(CC1)=O)C1=NC(=C(C=C1)F)C ((S)-1-(5-fluoro-6-methyl-pyridin-2-yl)-5-oxo-pyrrolidine-2-carboxylic acid (3-tert-butyl-isoxazol-5-yl)amide). The reagents and catalysts are C=1C=CC(=CC1)/C=C/C(=O)/C=C/C2=CC=CC=C2.C=1C=CC(=CC1)/C=C/C(=O)/C=C/C2=CC=CC=C2.C=1C=CC(=CC1)/C=C/C(=O)/C=C/C2=CC=CC=C2.[Pd].[Pd] (tris(dibenzylideneacteone)dipalladium (0)). Reaction SMILES: [C:1]([C:5]1[CH:9]=[C:8]([NH:10][C:11]([C@@H:13]2[CH2:17][CH2:16][C:15](=[O:18])[NH:14]2)=[O:12])[O:7][N:6]=1)([CH3:4])([CH3:3])[CH3:2].CC1(C)C2C(=C(P(C3C=CC=CC=3)C3C=CC=CC=3)C=CC=2)OC2C(P(C3C=CC=CC=3)C3C=CC=CC=3)=CC=CC1=2.C(=O)([O-])[O-].[Cs+].[Cs+].Br[C:68]1[N:73]=[C:72]([CH3:74])[C:71]([F:75])=[CH:70][CH:69]=1>O1CCOCC1.C(OCC)(=O)C.C1C=CC(/C=C/C(/C=C/C2C=CC=CC=2)=O)=CC=1.C1C=CC(/C=C/C(/C=C/C2C=CC=CC=2)=O)=CC=1.C1C=CC(/C=C/C(/C=C/C2C=CC=CC=2)=O)=CC=1.[Pd].[Pd]>[C:1]([C:5]1[CH:9]=[C:8]([NH:10][C:11]([C@@H:13]2[CH2:17][CH2:16][C:15](=[O:18])[N:14]2[C:68]2[CH:69]=[CH:70][C:71]([F:75])=[C:72]([CH3:74])[N:73]=2)=[O:12])[O:7][N:6]=1)([CH3:4])([CH3:2])[CH3:3] |f:2.3.4,8.9.10.11.12|. Procedure: (S)-5-Oxo-pyrrolidine-2-carboxylic acid (3-tert-butyl-isoxazol-5-yl)-amide (300 mg, 1.19 mmol), tris(dibenzylideneacteone)dipalladium (0) (32.80 mg, 0.036 mmol), Xantphos ® (62.20 mg, 0.011 mmol), caesium carbonate (654.16 mg, 2.01 mmol) and 6-bromo-3-fluoro-2-methylpyridine (226.90, 1.20 mmol) are charged to a vessel, diluted with dioxane (anhydrous, 3 ml) and heated to 100° C. overnight. On completion, the reaction is diluted with ethyl acetate and partitioned between water. The organic phase ...